Dataset: the Open Reaction Database (ORD), a public repository of structured organic reaction records. Task: describe an organic reaction: reactants, conditions, products, and yield Reactants: CC(C(=O)N1C(=O)OCC1Cc1ccccc1)C(O[Si](C)(C)C(C)(C)C)C1COC(C)(C)N1C(=O)OC(C)(C)C, C1CCOC1, CCO, CCOCC, [Na+], [OH-]. The product is CC(CO)C(O[Si](C)(C)C(C)(C)C)C1COC(C)(C)N1C(=O)OC(C)(C)C. RXN SMILES: [CH2:1]([CH:2]1[CH2:3][O:4][C:5](=[O:6])[N:7]1[C:14]([CH:15]([CH:16]([O:17][Si:18]([CH3:19])([CH3:20])[C:21]([CH3:22])([CH3:23])[CH3:24])[CH:25]1[N:26]([C:32](=[O:33])[O:34][C:35]([CH3:36])([CH3:37])[CH3:38])[C:27]([CH3:30])([CH3:31])[O:28][CH2:29]1)[CH3:39])=[O:40])[c:8]1[cH:9][cH:10][cH:11][cH:12][cH:13]1.[CH2:44]1[O:45][CH2:46][CH2:47][CH2:48]1.[CH3:41][CH2:42][OH:43].[CH3:49][CH2:50][O:51][CH2:52][CH3:53].[Na+:55].[OH-:54]>>[CH2:14]([CH:15]([CH:16]([O:17][Si:18]([CH3:19])([CH3:20])[C:21]([CH3:22])([CH3:23])[CH3:24])[CH:25]1[N:26]([C:32](=[O:33])[O:34][C:35]([CH3:36])([CH3:37])[CH3:38])[C:27]([CH3:30])([CH3:31])[O:28][CH2:29]1)[CH3:39])[OH:40].